describe an organic reaction: reactants, conditions, products, and yield From a dataset of the Open Reaction Database (ORD), a public repository of structured organic reaction records. Starting materials: CCOC(=O)Cl, Cc1ccccc1C, CCOC(=O)c1ccc(OCc2ccccc2)cc1N. Product: CCOC(=O)Nc1cc(OCc2ccccc2)ccc1C(=O)OCC. Reaction SMILES: [C:21]([O:22][CH2:23][CH3:24])(=[O:25])[Cl:26].[CH3:27][c:28]1[cH:29][cH:30][cH:31][cH:32][c:33]1[CH3:34].[NH2:1][c:2]1[c:3]([C:4](=[O:5])[O:6][CH2:7][CH3:8])[cH:9][cH:10][c:11]([O:13][CH2:14][c:15]2[cH:16][cH:17][cH:18][cH:19][cH:20]2)[cH:12]1>>[NH:1]([c:2]1[c:3]([C:4](=[O:5])[O:6][CH2:7][CH3:8])[cH:9][cH:10][c:11]([O:13][CH2:14][c:15]2[cH:16][cH:17][cH:18][cH:19][cH:20]2)[cH:12]1)[C:21]([O:22][CH2:23][CH3:24])=[O:25]. Starting materials: ice water, [OH-].[Na+] (sodium hydroxide), C(C1=CC=CC=C1)OC(=O)N[C@H](C(=O)O[C@@H]1[C@H](C(OC2=C1C=C(C=C2)C#N)(C)C)Br)C ((3R,4S)-4-{(2S)-2-benzyloxycarbonylaminopropionyloxy}-3-bromo-3,4-dihydro-2,2-dimethyl-2H-1-benzopyran-6-carbonitrile). Solvent: O (water), O1CCOCC1 (1,4-dioxane). Conditions: time 1 hour. Yields the product O1[C@@H]2C(OC3=C([C@@H]21)C=C(C=C3)C#N)(C)C ((3S,4S)-3,4-epoxy-3,4-dihydro-2,2-dimethyl-2H-1-benzopyran-6-carbonitrile). The yield is 87.1%. Reaction SMILES: [OH-].[Na+].C(OC(N[C@@H](C)C([O:17][C@H:18]1[C:23]2[CH:24]=[C:25]([C:28]#[N:29])[CH:26]=[CH:27][C:22]=2[O:21][C:20]([CH3:31])([CH3:30])[C@@H:19]1Br)=O)=O)C1C=CC=CC=1>O.O1CCOCC1>[O:17]1[C@@H:18]2[C@H:19]1[C:20]([CH3:30])([CH3:31])[O:21][C:22]1[CH:27]=[CH:26][C:25]([C:28]#[N:29])=[CH:24][C:23]=12 |f:0.1|. Procedure details: A solution of sodium hydroxide (0.672 g) in water (16 ml) was added dropwise to a stirred solution of (3R,4S)-4-{(2S)-2-benzyloxycarbonylaminopropionyloxy}-3-bromo-3,4-dihydro-2,2-dimethyl-2H-1-benzopyran-6-carbonitrile (3.896 g) in 1,4-dioxane (24 ml). After being stirred at ambient temperature for 1 hour, the mixture was poured into ice-water and extracted with ethyl acetate. The extract was washed with water, dried over magnesium sulfate, and evaporated in vacuo. The crystalline residue was w...